Dataset: the Open Reaction Database (ORD), a public repository of structured organic reaction records. Task: describe an organic reaction: reactants, conditions, products, and yield Reactants: FC(OC=1C=C2C(=NN(C2=CC1)C)C=1N=C2C(=NC1)NC=C2C(=O)N[C@H]2CC[C@H](CC2)NC(OC(C)(C)C)=O)F (tert-Butyl cis-4-(2-(5-(difluoromethoxy)-1-methyl-1H-indazol-3-yl)-5H-pyrrolo[2,3-b]pyrazine-7-carboxamido)cyclohexylcarbamate), Cl (HCl). The solvent is O1CCOCC1 (1,4-dioxane). Reaction conditions: temperature 25 celsius, time 8 hour. Product: Cl.N[C@H]1CC[C@H](CC1)NC(=O)C1=CNC=2C1=NC(=CN2)C2=NN(C1=CC=C(C=C21)OC(F)F)C (N-(cis-4-aminocyclohexyl)-2-(5-(difluoromethoxy)-1-methyl-1H-indazol-3-yl)-5H-pyrrolo[3,2-b]pyrazine-7-carboxamide hydrochloride). Yield: 29.5%. Reaction SMILES: [F:1][CH:2]([F:40])[O:3][C:4]1[CH:5]=[C:6]2[C:10](=[CH:11][CH:12]=1)[N:9]([CH3:13])[N:8]=[C:7]2[C:14]1[N:15]=[C:16]2[C:22]([C:23]([NH:25][C@@H:26]3[CH2:31][CH2:30][C@H:29]([NH:32]C(=O)OC(C)(C)C)[CH2:28][CH2:27]3)=[O:24])=[CH:21][NH:20][C:17]2=[N:18][CH:19]=1.[ClH:41]>O1CCOCC1>[ClH:41].[NH2:32][C@@H:29]1[CH2:28][CH2:27][C@H:26]([NH:25][C:23]([C:22]2[C:16]3=[N:15][C:14]([C:7]4[C:6]5[C:10](=[CH:11][CH:12]=[C:4]([O:3][CH:2]([F:1])[F:40])[CH:5]=5)[N:9]([CH3:13])[N:8]=4)=[CH:19][N:18]=[C:17]3[NH:20][CH:21]=2)=[O:24])[CH2:31][CH2:30]1 |f:3.4|. Procedure: tert-Butyl cis-4-(2-(5-(difluoromethoxy)-1-methyl-1H-indazol-3-yl)-5H-pyrrolo[2,3-b]pyrazine-7-carboxamido)cyclohexylcarbamate (54 mg, 0.1 mmol) in 3 mL of 1,4-dioxane was added 10 mL of concentrated HCl. The reaction mixture was stirred overnight at 25° C. After evaporation under the reduced pressure, the residue was purified by preparative-HPLC (Gemini 5u C18 150×21.2 mm; inject volume: 3 mL/inj, flow rate: 20 mL/min; wavelength: 214 nm and 254 nm; the gradient conditions are: 40% acetonitrile... Reactants: FC1=CC=C(C=C1)N1N=CC=C1C1=CC(=NC=C1)N (4-[2-(4-Fluoro-phenyl)-2H-pyrazol-3-yl]-pyridin-2-ylamine), C(C1=CC=CC=C1)(=O)N=C=O (benzoyl isocynate), C(=O)([O-])[O-].[K+].[K+] (K2CO3), C(C)O (ethanol). Run in C(Cl)Cl (DCM). Run at temperature 50 celsius. Product: FC1=CC=C(C=C1)N1N=CC=C1C1=CC(=NC=C1)NC(=O)N ({4-[2-(4-Fluoro-phenyl)-2H-pyrazol-3-yl]-pyridin-2-yl}-urea). The yield is 73.4%. RXN SMILES: [F:1][C:2]1[CH:7]=[CH:6][C:5]([N:8]2[C:12]([C:13]3[CH:18]=[CH:17][N:16]=[C:15]([NH2:19])[CH:14]=3)=[CH:11][CH:10]=[N:9]2)=[CH:4][CH:3]=1.[C:20]([N:28]=C=O)(=[O:27])C1C=CC=CC=1.C([O-])([O-])=O.[K+].[K+].C(O)C>C(Cl)Cl>[F:1][C:2]1[CH:3]=[CH:4][C:5]([N:8]2[C:12]([C:13]3[CH:18]=[CH:17][N:16]=[C:15]([NH:19][C:20]([NH2:28])=[O:27])[CH:14]=3)=[CH:11][CH:10]=[N:9]2)=[CH:6][CH:7]=1 |f:2.3.4|. Procedure: To the solution of 4-[2-(4-Fluoro-phenyl)-2H-pyrazol-3-yl]-pyridin-2-ylamine (83 mg, 0.33 mmol) in DCM (3.0 mL) is added benzoyl isocynate (96 mg, 0.65 mmol). The resulting mixture is heated at 50° C. for 1 hour. The solvent is then carefully removed in vacuum and to the residue are added K2CO3 (54 mg, 0.39 mmol) and ethanol (2 mL). The reaction mixture is then heated at 85° C. for 30 min. Solvent is again removed in vacuum and the residue is purified through a Silica column eluting with 0-100% ... The reactants are Cl.CN(C)CC1C(=CCC(C1)O)C1=CC(=CC=C1)OC.Cl[Si](C)(C)C (chlorotrimethylsilane 5-dimethylaminomethyl-4-(3-methoxyphenyl)-cyclohex-3-enol hydrochloride). The solvent is CC(CC)=O (2-butanone), O (water). The product is Cl.CN(C)CC1C(=CCC(C1)O)C1=CC(=CC=C1)OC (5-dimethylaminomethyl-4-(3-methoxyphenyl)-cyclohex-3-enol Hydrochloride). As a reaction SMILES: Cl.[CH3:2][N:3]([CH2:5][CH:6]1[CH2:11][CH:10]([OH:12])[CH2:9][CH:8]=[C:7]1[C:13]1[CH:18]=[CH:17][CH:16]=[C:15]([O:19][CH3:20])[CH:14]=1)[CH3:4].[Cl:21][Si](C)(C)C>CC(=O)CC.O>[ClH:21].[CH3:4][N:3]([CH2:5][CH:6]1[CH2:11][CH:10]([OH:12])[CH2:9][CH:8]=[C:7]1[C:13]1[CH:18]=[CH:17][CH:16]=[C:15]([O:19][CH3:20])[CH:14]=1)[CH3:2] |f:0.1.2,5.6|. Procedure details: 20.0 g 2-dimethylaminomethyl-1-(3-methoxyphenyl)cyclohexane-1,4-diol (equatorial alcohol) were dissolved in 300 ml concentrated formic acid, 6.75 ml acetyl chloride were added and the mixture heated for two hours to reflux. After cooling the mixture was concentrated, the residue taken up with 2 M sodium hydroxide solution and extracted with ethyl acetate. The combined extracts were dried by sodium sulphate, filtered, concentrated, the crude product obtained (16.7 g) dissolved in 2-butanone and b... Starting materials: N([C@@H](CC1=CC=CC=C1)C(=O)ON1C(=O)CCC1=O)C(=O)OCC1C2=CC=CC=C2C2=CC=CC=C12 (Fmoc-Phe-OSu), N[C@@H](CCCCNS(=O)(=O)C1=C(C)C=C(OC)C(C)=C1C)C(=O)O (Lys(Mtr)), C(=O)(O)[O-].[Na+] (NaHCO3), C1CCOC1 (THF). Solvent: COCCOC (DME), O (water), COCCOC (DME). Reaction conditions: time 2 day. Yields the product N([C@@H](CC1=CC=CC=C1)C(=O)N[C@@H](CCCCNS(=O)(=O)C1=C(C)C=C(OC)C(C)=C1C)C(=O)O)C(=O)OCC1C2=CC=CC=C2C2=CC=CC=C12 (Fmoc-Phe-Lys(Mtr)). Reaction SMILES: [NH2:1][C@H:2]([C:22]([OH:24])=[O:23])[CH2:3][CH2:4][CH2:5][CH2:6][NH:7][S:8]([C:11]1[C:20]([CH3:21])=[C:18]([CH3:19])[C:15]([O:16][CH3:17])=[CH:14][C:12]=1[CH3:13])(=[O:10])=[O:9].C([O-])(O)=O.[Na+].[NH:30]([C:49]([O:51][CH2:52][CH:53]1[C:65]2[C:60](=[CH:61][CH:62]=[CH:63][CH:64]=2)[C:59]2[C:54]1=[CH:55][CH:56]=[CH:57][CH:58]=2)=[O:50])[C@H:31]([C:39](ON1C(=O)CCC1=O)=[O:40])[CH2:32][C:33]1[CH:38]=[CH:37][CH:36]=[CH:35][CH:34]=1.C1COCC1>O.COCCOC>[NH:30]([C:49]([O:51][CH2:52][CH:53]1[C:65]2[C:60](=[CH:61][CH:62]=[CH:63][CH:64]=2)[C:59]2[C:54]1=[CH:55][CH:56]=[CH:57][CH:58]=2)=[O:50])[C@H:31]([C:39]([NH:1][C@H:2]([C:22]([OH:24])=[O:23])[CH2:3][CH2:4][CH2:5][CH2:6][NH:7][S:8]([C:11]1[C:20]([CH3:21])=[C:18]([CH3:19])[C:15]([O:16][CH3:17])=[CH:14][C:12]=1[CH3:13])(=[O:10])=[O:9])=[O:40])[CH2:32][C:33]1[CH:38]=[CH:37][CH:36]=[CH:35][CH:34]=1 |f:1.2|. Procedure: A suspension of Lys(Mtr) 2 (4.686 g, 11.20 mmol) and NaHCO3 (941.0 mg, 1 equiv) in water (100 mL) and DME (50 mL) was treated with a solution of Fmoc-Phe-OSu 7a (11.20 mmol) in DME (50 mL). THF (25 mL) was then added to aid solubility. The mixture was stirred at rt for 2 days and then as much DME as possible was removed on the rotovap (bath at 30° C.). The resulting gummy suspension was partitioned between ethyl acetate and pH 5 buffer. The organic phase was washed with water and brine, dried an... Starting materials: BrCCBr, Cc1ccc2c(c1)N=Cc1cccc3c1N2CC3, CCOC(C)=O, CN1CCC(Cl)CC1, [Cl-], [Mg], [NH4+], C1CCOC1. Product: Cc1ccc2c(c1)NC(C1CCN(C)CC1)c1cccc3c1N2CC3. As a reaction SMILES: [Br:1][CH2:2][CH2:3][Br:4].[CH3:14][c:15]1[cH:16][c:17]2[c:18]([cH:30][cH:31]1)[N:19]1[c:20]3[c:21]([cH:24][cH:25][cH:26][c:27]3[CH2:28][CH2:29]1)[CH:22]=[N:23]2.[CH3:37][CH2:38][O:39][C:40](=[O:41])[CH3:42].[CH3:6][N:7]1[CH2:8][CH2:9][CH:10]([Cl:13])[CH2:11][CH2:12]1.[Cl-:43].[Mg:5].[NH4+:44].[O:32]1[CH2:33][CH2:34][CH2:35][CH2:36]1>>[CH3:6][N:7]1[CH2:8][CH2:9][CH:10]([CH:22]2[c:21]3[c:20]4[c:27]([cH:26][cH:25][cH:24]3)[CH2:28][CH2:29][N:19]4[c:18]3[c:17]([cH:16][c:15]([CH3:14])[cH:31][cH:30]3)[NH:23]2)[CH2:11][CH2:12]1. Starting materials: O=C(C(=O)OC)CC(C)=O (methyl 2,4-dioxopentanoate), O1CCCC1 (tetrahydrofuran), ClC=1C(=NC=C(C1)Cl)NN (3,5-dichloro-2-hydrazinylpyridine). The solvent is C(C)(=O)O (acetic acid). Yields the product ClC=1C(=NC=C(C1)Cl)N1N=C(C=C1C(=O)OC)C (methyl 1-(3,5-dichloropyridin-2-yl)-3-methyl-1H-pyrazole-5-carboxylate). Isolated yield 50.7%. As a reaction SMILES: O=[C:2]([CH2:7][C:8](=O)[CH3:9])[C:3]([O:5][CH3:6])=[O:4].O1CCCC1.[Cl:16][C:17]1[C:18]([NH:24][NH2:25])=[N:19][CH:20]=[C:21]([Cl:23])[CH:22]=1>C(O)(=O)C>[Cl:16][C:17]1[C:18]([N:24]2[C:2]([C:3]([O:5][CH3:6])=[O:4])=[CH:7][C:8]([CH3:9])=[N:25]2)=[N:19][CH:20]=[C:21]([Cl:23])[CH:22]=1. Reported procedure: To a 100 mL flask, methyl 2,4-dioxopentanoate (2.88 g, 0.020 mol), tetrahydrofuran (15 mL), acetic acid (30 mL), and 3,5-dichloro-2-hydrazinylpyridine (3.56 g, 0.020 mol) were added sequentially. The reaction mixture was heated to reflux for 2 hours and then the mixture was concentrated by rotary evaporator. Then ethyl acetate (150 mL) and water (100 mL) was added, the organic layer was washed with saturated sodium bicarbonate solution (100 mL) and saturated brine (100 mL), dried over anhydrous ... Starting materials: BrB(Br)Br, ClCCl, COc1ccccc1Nc1ccccc1C(C)=O. The product is CC(=O)c1ccccc1Nc1ccccc1O. As a reaction SMILES: [B:19]([Br:20])([Br:21])[Br:22].[CH2:23]([Cl:24])[Cl:25].[CH3:1][O:2][c:3]1[c:4]([NH:9][c:10]2[c:11]([C:16]([CH3:17])=[O:18])[cH:12][cH:13][cH:14][cH:15]2)[cH:5][cH:6][cH:7][cH:8]1>>[OH:2][c:3]1[c:4]([NH:9][c:10]2[c:11]([C:16]([CH3:17])=[O:18])[cH:12][cH:13][cH:14][cH:15]2)[cH:5][cH:6][cH:7][cH:8]1. Yields the product C(C)N1C(=NC2=C1C=CC=C2)CO (1-ethyl-2-hydroxymethylbenzimidazole). The solvent is CO (methanol). Reactants: C([O-])([O-])=O.[K+].[K+] (Potassium carbonate), C(C)OS(=O)(=O)OCC (diethylsulfate), OCC=1NC2=C(N1)C=CC=C2 (2-hydroxymethylbenzimidazole). As a reaction SMILES: [OH:1][CH2:2][C:3]1[NH:4][C:5]2[CH:11]=[CH:10][CH:9]=[CH:8][C:6]=2[N:7]=1.C(=O)([O-])[O-].[K+].[K+].[CH2:18](OS(OCC)(=O)=O)[CH3:19]>CO>[CH2:18]([N:7]1[C:6]2[CH:8]=[CH:9][CH:10]=[CH:11][C:5]=2[N:4]=[C:3]1[CH2:2][OH:1])[CH3:19] |f:1.2.3|. Procedure details: 99.2 mg (0.67 mmol) 2-hydroxymethylbenzimidazole was dissolved in 3 ml methanol. Potassium carbonate (103.1 g, 0.75 mmol) and diethylsulfate (442 μl 3.38 mmol) were added to the reaction mixture. Solution was stirred and refluxed overnight. The reaction mixture was then evaporated to dryness and purified on silica using gradient elution (chloroform to 5% methanol in chloroform) to obtain white crystals of 1-ethyl-2-hydroxymethylbenzimidazole, 41 mg (32%). Starting materials: N(=[N+]=[N-])C(C(C(=O)OC)OC1=NC(=CC(=N1)OC)OC)(C)C1=CC=CC=C1 (methyl 3-azido-3-phenyl-2-(4,6-dimethoxypyrimidin-2-yl)oxybutyrate). Reagents/catalysts: [Pd] (Pd/C). The solvent is CO.C(C)(=O)OCC (methanol ethyl acetate). Reaction conditions: time 6 hour. The product is NC(C(C(=O)OC)OC1=NC(=CC(=N1)OC)OC)(C)C1=CC=CC=C1 (Methyl 3-amino-3-phenyl-2-(4,6-dimethoxypyrimidin-2-yl)oxybutyrate). As a reaction SMILES: [N:1]([C:4]([C:22]1[CH:27]=[CH:26][CH:25]=[CH:24][CH:23]=1)([CH3:21])[CH:5]([O:10][C:11]1[N:16]=[C:15]([O:17][CH3:18])[CH:14]=[C:13]([O:19][CH3:20])[N:12]=1)[C:6]([O:8][CH3:9])=[O:7])=[N+]=[N-]>CO.C(OCC)(=O)C.[Pd]>[NH2:1][C:4]([C:22]1[CH:27]=[CH:26][CH:25]=[CH:24][CH:23]=1)([CH3:21])[CH:5]([O:10][C:11]1[N:12]=[C:13]([O:19][CH3:20])[CH:14]=[C:15]([O:17][CH3:18])[N:16]=1)[C:6]([O:8][CH3:9])=[O:7] |f:1.2|. Reported procedure: 3.7 g (10 mmol) of methyl 3-azido-3-phenyl-2-(4,6-dimethoxypyrimidin-2-yl)oxybutyrate (Ex. 2) are dissolved in 20 ml of methanol/ethyl acetate (1:1), treated with 400 mg of Pd/C 10% and stirred for 6 h under a hydrogen atmosphere. After filtering off the catalyst and concentrating, a colorless oil is obtained which solidifies after a few days. Starting materials: CI, CC#N, CC(C)(F)C(c1cc(F)cc(-c2nnn[nH]2)c1)C1CN(C(c2ccccc2)c2ccccc2)C1. Yields the product Cn1nnnc1-c1cc(F)cc(C(C2CN(C(c3ccccc3)c3ccccc3)C2)C(C)(C)F)c1. Reaction SMILES: [CH3:35][I:36].[CH3:37][C:38]#[N:39].[c:1]1([CH:7]([N:8]2[CH2:9][CH:10]([CH:12]([C:13]([CH3:14])([CH3:15])[F:16])[c:17]3[cH:18][c:19](-[c:24]4[n:25][n:26][n:27][nH:28]4)[cH:20][c:21]([F:23])[cH:22]3)[CH2:11]2)[c:29]2[cH:30][cH:31][cH:32][cH:33][cH:34]2)[cH:2][cH:3][cH:4][cH:5][cH:6]1>>[c:1]1([CH:7]([N:8]2[CH2:9][CH:10]([CH:12]([C:13]([CH3:14])([CH3:15])[F:16])[c:17]3[cH:18][c:19](-[c:24]4[n:25][n:26][n:27][n:28]4[CH3:35])[cH:20][c:21]([F:23])[cH:22]3)[CH2:11]2)[c:29]2[cH:30][cH:31][cH:32][cH:33][cH:34]2)[cH:2][cH:3][cH:4][cH:5][cH:6]1.